From a dataset of the Open Reaction Database (ORD), a public repository of structured organic reaction records. describe an organic reaction: reactants, conditions, products, and yield Reactants: Brc1cccnc1, C1CCOC1, [Li]CCCC, Cc1ccccc1, COc1cc(Cl)ccc1C=O. Yields the product COc1cc(Cl)ccc1C(O)c1cccnc1. Reaction SMILES: [Br:6][c:7]1[cH:8][n:9][cH:10][cH:11][cH:12]1.[CH2:13]1[O:14][CH2:15][CH2:16][CH2:17]1.[CH3:1][CH2:2][CH2:3][CH2:4][Li:5].[CH3:29][c:30]1[cH:31][cH:32][cH:33][cH:34][cH:35]1.[Cl:18][c:19]1[cH:20][c:21]([O:27][CH3:28])[c:22]([CH:23]=[O:24])[cH:25][cH:26]1>>[c:7]1([CH:23]([c:22]2[c:21]([O:27][CH3:28])[cH:20][c:19]([Cl:18])[cH:26][cH:25]2)[OH:24])[cH:8][n:9][cH:10][cH:11][cH:12]1. Starting materials: C(#N)C=1C=C(CN2C([C@H](CC2)NS(=O)(=O)C2=CC3=CC(=CC=C3C=C2)OC)=O)C=CC1 (7-methoxynaphthalene-2-sulfonic acid [1-(3-cyanobenzyl)-2-oxopyrrolidin-3-(S)-yl]amide), N1=CC=C(C=C1)CCl (pyridin-4-yl-methyl chloride). The product is C(#N)C=1C=C(CN2C([C@H](CC2)N(S(=O)(=O)C2=CC3=CC(=CC=C3C=C2)OC)CC2=CC=NC=C2)=O)C=CC1 (7-Methoxy-2-napthalenesulfonic acid [1-(3-cyanobenzyl)-2-oxopyrrolidin-3-(S)-yl](pyridin-4-ylmethyl)amide). As a reaction SMILES: [C:1]([C:3]1[CH:4]=[C:5]([CH:29]=[CH:30][CH:31]=1)[CH2:6][N:7]1[CH2:11][CH2:10][C@H:9]([NH:12][S:13]([C:16]2[CH:25]=[CH:24][C:23]3[C:18](=[CH:19][C:20]([O:26][CH3:27])=[CH:21][CH:22]=3)[CH:17]=2)(=[O:15])=[O:14])[C:8]1=[O:28])#[N:2].[N:32]1[CH:37]=[CH:36][C:35]([CH2:38]Cl)=[CH:34][CH:33]=1>>[C:1]([C:3]1[CH:4]=[C:5]([CH:29]=[CH:30][CH:31]=1)[CH2:6][N:7]1[CH2:11][CH2:10][C@H:9]([N:12]([CH2:38][C:35]2[CH:36]=[CH:37][N:32]=[CH:33][CH:34]=2)[S:13]([C:16]2[CH:25]=[CH:24][C:23]3[C:18](=[CH:19][C:20]([O:26][CH3:27])=[CH:21][CH:22]=3)[CH:17]=2)(=[O:15])=[O:14])[C:8]1=[O:28])#[N:2]. Procedure: The title compound is prepared as described in EXAMPLE 90, Part A using 7-methoxynaphthalene-2-sulfonic acid [1-(3-cyanobenzyl)-2-oxopyrrolidin-3-(S)-yl]amide, prepared as described in EXAMPLE 43, part A, and pyridin-4-yl-methyl chloride. The crude product is purified by column chromatography eluting with 2% MeOH/CH2Cl2 to afford the title compound as a white foam. The product is COC1=C(C(=O)C2=C(C=C(C=C2)C)NC(NC=2SC=C(N2)CC(=O)NCCOC)=O)C=CC=C1 (2-(2-{3-[2-(2-Methoxy-benzoyl)-5-methyl-phenyl]-ureido}-thiazol-4-yl)-N-(methoxy-ethyl)-acetamide). Yield: 70.0%. The reactants are COC1=C(C(=O)C2=C(C=C(C=C2)C)NC(NC=2SC=C(N2)CC(=O)O)=O)C=CC=C1 ((2-{3-[2-(2-methoxy-benzoyl)-5-methyl-phenyl]-ureido}-thiazol-4-yl)-acetic acid), COCCN (2-methoxyethylamine). As a reaction SMILES: [CH3:1][O:2][C:3]1[CH:30]=[CH:29][CH:28]=[CH:27][C:4]=1[C:5]([C:7]1[CH:12]=[CH:11][C:10]([CH3:13])=[CH:9][C:8]=1[NH:14][C:15](=[O:26])[NH:16][C:17]1[S:18][CH:19]=[C:20]([CH2:22][C:23]([OH:25])=O)[N:21]=1)=[O:6].[CH3:31][O:32][CH2:33][CH2:34][NH2:35]>>[CH3:1][O:2][C:3]1[CH:30]=[CH:29][CH:28]=[CH:27][C:4]=1[C:5]([C:7]1[CH:12]=[CH:11][C:10]([CH3:13])=[CH:9][C:8]=1[NH:14][C:15](=[O:26])[NH:16][C:17]1[S:18][CH:19]=[C:20]([CH2:22][C:23]([NH:35][CH2:34][CH2:33][O:32][CH3:31])=[O:25])[N:21]=1)=[O:6]. Reported procedure: 2-(2-{3-[2-(2-Methoxy-benzoyl)-5-methyl-phenyl]-ureido}-thiazol-4-yl)-N-(methoxy-ethyl)-acetamide (169 mg, 70%) was prepared from (2-{3-[2-(2-methoxy-benzoyl)-5-methyl-phenyl]-ureido}-thiazol-4-yl)-acetic acid (213 mg, 0.5 mmol) and 2-methoxyethylamine (38 mg, 0.5 mmol) following the general procedure K. Starting materials: N1CCCC1 (pyrrolidine), N1=CC=CC=C1 (pyridine), ClC1=CC(=NC2=CC(=CC=C12)I)C (4-chloro-7-iodo-2-methylquinoline). The reagents and catalysts are [I-].[K+] (potassium iodide). Run in C(C)O (ethanol). The product is IC1=CC=C2C(=CC(=NC2=C1)C)N1CCCC1 (7-Iodo-2-methyl-4-pyrrolidin-1-yl-quinoline). The yield is 87.5%. As a reaction SMILES: Cl[C:2]1[C:11]2[C:6](=[CH:7][C:8]([I:12])=[CH:9][CH:10]=2)[N:5]=[C:4]([CH3:13])[CH:3]=1.[NH:14]1[CH2:18][CH2:17][CH2:16][CH2:15]1.N1C=CC=CC=1>C(O)C.[I-].[K+]>[I:12][C:8]1[CH:7]=[C:6]2[C:11]([C:2]([N:14]3[CH2:18][CH2:17][CH2:16][CH2:15]3)=[CH:3][C:4]([CH3:13])=[N:5]2)=[CH:10][CH:9]=1 |f:4.5|. Procedure: A suspension of 4-chloro-7-iodo-2-methylquinoline (EP497371, 2.00 g, 6.59 mmol) in ethanol (20 mL) was treated sucessively with pyrrolidine (1.28 g, 18.0 mmol), pyridine (0.2 mL) and potassium iodide (50 mg, 0.30 mmol), and the resulting mixture was refluxed for 24 h. After concentration in vacuo, the residue was taken up in water (50 mL) and basified to pH 12 by addition of 2 M aq. sodium hydroxide solution. The precipitate was collected by filtration, washed with water (20 mL) and ether (20 mL... The reactants are Cc1[nH]c2ccccc2c1CCBr, CCO, CN(C)C=O, Cc1ccc(C2CCNCC2)cc1. Yields the product Cc1ccc(C2CCN(CCc3c(C)[nH]c4ccccc34)CC2)cc1. As a reaction SMILES: [Br:1][CH2:2][CH2:3][c:4]1[c:5]([CH3:13])[nH:6][c:7]2[cH:8][cH:9][cH:10][cH:11][c:12]12.[CH3:27][CH2:28][OH:29].[CH3:30][N:31]([CH3:32])[CH:33]=[O:34].[c:14]1([CH3:26])[cH:15][cH:16][c:17]([CH:20]2[CH2:21][CH2:22][NH:23][CH2:24][CH2:25]2)[cH:18][cH:19]1>>[CH2:2]([CH2:3][c:4]1[c:5]([CH3:13])[nH:6][c:7]2[cH:8][cH:9][cH:10][cH:11][c:12]12)[N:23]1[CH2:22][CH2:21][CH:20]([c:17]2[cH:16][cH:15][c:14]([CH3:26])[cH:19][cH:18]2)[CH2:25][CH2:24]1.